This data is from the Open Reaction Database (ORD), a public repository of structured organic reaction records. The task is: describe an organic reaction: reactants, conditions, products, and yield The reactants are O1C(=CC=C1)C1=CC=C(C=C1)C(CO)(C)C (2-(4-furan-2-yl-phenyl)-2-methyl-propan-1-ol), CC(=O)OI1(C=2C=CC=CC2C(=O)O1)(OC(=O)C)OC(=O)C (Dess-Martin periodinane). Run in C(Cl)Cl (CH2Cl2). Run at time 45 minute. Yields the product O1C(=CC=C1)C1=CC=C(C=C1)C(C=O)(C)C (2-(4-furan-2-yl-phenyl)-2-methyl-propionaldehyde). The yield is 87.7%. As a reaction SMILES: [O:1]1[CH:5]=[CH:4][CH:3]=[C:2]1[C:6]1[CH:11]=[CH:10][C:9]([C:12]([CH3:16])([CH3:15])[CH2:13][OH:14])=[CH:8][CH:7]=1.CC(OI1(OC(C)=O)(OC(C)=O)OC(=O)C2C=CC=CC1=2)=O>C(Cl)Cl>[O:1]1[CH:5]=[CH:4][CH:3]=[C:2]1[C:6]1[CH:11]=[CH:10][C:9]([C:12]([CH3:16])([CH3:15])[CH:13]=[O:14])=[CH:8][CH:7]=1. Procedure: To a solution of 2-(4-furan-2-yl-phenyl)-2-methyl-propan-1-ol (6.56 g, 30 mmol) (reference example 53) in CH2Cl2 (200 mL) is added Dess-Martin periodinane (22.5 g, 53 mmol) and the resulting mixture stirred for 45 min then concentrated. The residue is purified by flash chromatography (eluting with 10% ethyl acetate in hexanes) to give 5.64 g of title compound. 1H NMR (CDCl3) δ 1.48 (s, 6H), 6.47 (m, 1H), 6.66 (d, J=3 Hz, 1H), 7.30 (d, J=8 Hz, 2H), 7.46 (s, 1H), 7.68 (d, J=8 Hz, 2H), 9.50 (s, 1H)...